From a dataset of the Open Reaction Database (ORD), a public repository of structured organic reaction records. describe an organic reaction: reactants, conditions, products, and yield The reactants are C1CCNC1, COc1cc2c(Oc3ccc4[nH]cc(C)c4c3)ncnc2cc1OCC1CO1, CN(C)C=O. The product is COc1cc2c(Oc3ccc4[nH]cc(C)c4c3)ncnc2cc1OCC(O)CN1CCCC1. As a reaction SMILES: [CH2:29]1[CH2:30][CH2:31][NH:32][CH2:33]1.[CH3:1][O:2][c:3]1[cH:4][c:5]2[c:6]([O:18][c:19]3[cH:20][c:21]4[c:22]([CH3:28])[cH:23][nH:24][c:25]4[cH:26][cH:27]3)[n:7][cH:8][n:9][c:10]2[cH:11][c:12]1[O:13][CH2:14][CH:15]1[O:16][CH2:17]1.[O:34]=[CH:35][N:36]([CH3:37])[CH3:38]>>[CH3:1][O:2][c:3]1[cH:4][c:5]2[c:6]([O:18][c:19]3[cH:20][c:21]4[c:22]([CH3:28])[cH:23][nH:24][c:25]4[cH:26][cH:27]3)[n:7][cH:8][n:9][c:10]2[cH:11][c:12]1[O:13][CH2:14][CH:15]([OH:16])[CH2:17][N:32]1[CH2:31][CH2:30][CH2:29][CH2:33]1. Reactants: [Se]1CCC(CC1)=O (4-Selenanone), [OH-].[K+] (KOH), C(C1=CC=CC=C1)N (Benzylamine), C(C)(=O)O (acetic acid), C=O (Paraformaldehyde). Solvent: CO (methanol). Run at time 5 hour. Yields the product C(C1=CC=CC=C1)N1CC2C[Se]CC(C1)C2=O (7-benzyl-3-selena-7-azabicyclo[3.3.1]nonan-9-one). The yield is 43.2%. As a reaction SMILES: [CH2:1]([NH2:8])[C:2]1[CH:7]=[CH:6][CH:5]=[CH:4][CH:3]=1.[C:9]([OH:12])(=O)[CH3:10].[CH2:13]=O.[Se:15]1[CH2:20]C[C:18](=O)[CH2:17][CH2:16]1.[OH-].[K+]>CO>[CH2:1]([N:8]1[CH2:18][CH:17]2[C:9](=[O:12])[CH:10]([CH2:20][Se:15][CH2:16]2)[CH2:13]1)[C:2]1[CH:7]=[CH:6][CH:5]=[CH:4][CH:3]=1 |f:4.5|. Reported procedure: Benzylamine (0.67 g, 6.26 mmol) and glacial acetic acid (0.38 g, 6.33 mmol) were dissolved in dry methanol (30 mL). Paraformaldehyde (1.5 g, 50 mmol) was added and the resulting mixture was brought to reflux under an atmosphere of nitrogen. 4-Selenanone (1.00 g, 6.13 mmol) was then added in one portion which quickly turned the solution yellow. Boiling was continued under nitrogen in the dark for 5 hours. The resulting deep red solution was then allowed to cool to room temperature and was stirred... The reactants are CC(C)(C)NC(=O)C1CCCCN1CC(O)C(Cc1ccccc1)NC(=O)C(N)CS, CCN1CCOCC1, CCOC(C)=O, C(=NC1CCCCC1)=NC1CCCCC1, O=C(O)c1ccc2ccccc2n1, Oc1cccc2[nH]nnc12. The product is CC(C)(C)NC(=O)C1CCCCN1CC(O)C(Cc1ccccc1)NC(=O)C(CS)NC(=O)c1ccc2ccccc2n1. As a reaction SMILES: [C:1]([CH3:2])([CH3:3])([CH3:4])[NH:5][C:6](=[O:7])[CH:8]1[N:9]([CH2:14][CH:15]([CH:16]([CH2:17][c:18]2[cH:19][cH:20][cH:21][cH:22][cH:23]2)[NH:24][C:25]([CH:26]([NH2:27])[CH2:28][SH:29])=[O:30])[OH:31])[CH2:10][CH2:11][CH2:12][CH2:13]1.[CH2:55]([N:56]1[CH2:57][CH2:58][O:59][CH2:60][CH2:61]1)[CH3:62].[CH3:78][CH2:79][O:80][C:81](=[O:82])[CH3:83].[CH:63]1([N:64]=[C:65]=[N:66][CH:67]2[CH2:68][CH2:69][CH2:70][CH2:71][CH2:72]2)[CH2:73][CH2:74][CH2:75][CH2:76][CH2:77]1.[OH:32][C:33](=[O:34])[c:35]1[cH:36][cH:37][c:38]2[cH:39][cH:40][cH:41][cH:42][c:43]2[n:44]1.[OH:45][c:46]1[c:47]2[n:48][n:49][nH:50][c:51]2[cH:52][cH:53][cH:54]1>>[C:1]([CH3:2])([CH3:3])([CH3:4])[NH:5][C:6](=[O:7])[CH:8]1[N:9]([CH2:14][CH:15]([CH:16]([CH2:17][c:18]2[cH:19][cH:20][cH:21][cH:22][cH:23]2)[NH:24][C:25]([CH:26]([NH:27][C:33](=[O:32])[c:35]2[cH:36][cH:37][c:38]3[cH:39][cH:40][cH:41][cH:42][c:43]3[n:44]2)[CH2:28][SH:29])=[O:30])[OH:31])[CH2:10][CH2:11][CH2:12][CH2:13]1. Reactants: Cl, Cl, Nc1nc(-c2cccc([N+](=O)[O-])c2)cs1, O=S(=O)(Cl)c1ccc2c(c1)OCO2, c1ccncc1. Yields the product O=[N+]([O-])c1cccc(-c2csc(NS(=O)(=O)c3ccc4c(c3)OCO4)n2)c1. RXN SMILES: [ClH:1].[ClH:30].[N+:2](=[O:3])([O-:4])[c:5]1[cH:6][c:7](-[c:11]2[n:12][c:13]([NH2:16])[s:14][cH:15]2)[cH:8][cH:9][cH:10]1.[O:17]1[CH2:18][O:19][c:20]2[c:21]1[cH:22][cH:23][c:24]([S:26](=[O:27])(=[O:28])[Cl:29])[cH:25]2.[cH:31]1[cH:32][cH:33][n:34][cH:35][cH:36]1>>[N+:2](=[O:3])([O-:4])[c:5]1[cH:6][c:7](-[c:11]2[n:12][c:13]([NH:16][S:26]([c:24]3[cH:23][cH:22][c:21]4[c:20]([cH:25]3)[O:19][CH2:18][O:17]4)(=[O:27])=[O:28])[s:14][cH:15]2)[cH:8][cH:9][cH:10]1. Reactants: OCC=1C=C(N)C(=CC1)C (3-(hydroxymethyl)-6-methylaniline), CC1=C(N)C=C(C=C1)C (2,5-dimethylaniline), C(C)(=O)OC(C)=O (acetic anhydride), C(C)(=O)[O-].[K+] (potassium acetate). Solvent: C(Cl)(Cl)Cl (chloroform). The product is OCC=1C=C(NC(=O)C)C(=CC1)C (3-(hydroxymethyl)-6-methyl-N-(methylcarbonyl)aniline). The yield is 114.1%. RXN SMILES: [OH:1][CH2:2][C:3]1[CH:4]=[C:5]([C:7]([CH3:10])=[CH:8][CH:9]=1)[NH2:6].CC1C=CC(C)=CC=1N.[C:20](OC(=O)C)(=[O:22])[CH3:21].C([O-])(=O)C.[K+]>C(Cl)(Cl)Cl>[OH:1][CH2:2][C:3]1[CH:4]=[C:5]([C:7]([CH3:10])=[CH:8][CH:9]=1)[NH:6][C:20]([CH3:21])=[O:22] |f:3.4|. Procedure details: To a solution of an approximately 1:1 mixture of 3-(hydroxymethyl)-6-methylaniline, (8.05 g, 58.8 mmol) (96) and 2,5-dimethylaniline in chloroform (290 mL), was added acetic anhydride (20 mL, 206 mmol) and potassium acetate (20 g, 202 mmol). The resulting mixture was heated to its reflux temperature for 2 hours. The mixture was then concentrated and purified by a flash column chromatography (1:1 of hexane-ethyl acetate) which also removed the by-product from Example 74 to give the title compound... Reactants: N1=CC=C(C=C1)C (γ-picolin), OC1=CC=C(C=O)C=C1 (p-hydroxybenzaldehyde). Solvent: C(C)(=O)OC(C)=O (acetic anhydride). Product: OC1=CC=C(C=C1)C=CC1=CC=NC=C1 (4-[2-(4-hydroxyphenyl)-ethenyl]-pyridine). As a reaction SMILES: [N:1]1[CH:6]=[CH:5][C:4]([CH3:7])=[CH:3][CH:2]=1.[OH:8][C:9]1[CH:16]=[CH:15][C:12]([CH:13]=O)=[CH:11][CH:10]=1>C(OC(=O)C)(=O)C>[OH:8][C:9]1[CH:16]=[CH:15][C:12]([CH:13]=[CH:7][C:4]2[CH:5]=[CH:6][N:1]=[CH:2][CH:3]=2)=[CH:11][CH:10]=1. Reported procedure: By the reaction of 20.0 g of γ-picolin and 26.2 g of p-hydroxybenzaldehyde in 65.8 g of acetic anhydride, there was obtained 4-[2-(4-hydroxyphenyl)-ethenyl]-pyridine. In 10 cm3 of N,N-dimethylacetamide, 2 g of the reaction product was dissolved and 1.23 g of triethylamine was further added thereto. This mixture was ice cooled and 1.34 g of methacrylic acid chloride was dropwise added thereto. After the reaction was completed, water was added to deposit crystals, which were separated by filtratio...